Dataset: the Open Reaction Database (ORD), a public repository of structured organic reaction records. Task: describe an organic reaction: reactants, conditions, products, and yield The product is O=Cc1ccccc1. As a reaction SMILES: [CH3:13][C:14](=[O:15])[OH:16].[OH2:1].[c:2]1([CH:8]2[NH:9][CH2:10][CH2:11][S:12]2)[cH:3][cH:4][cH:5][cH:6][cH:7]1>>[O:1]=[CH:8][c:2]1[cH:3][cH:4][cH:5][cH:6][cH:7]1. Starting materials: CC(=O)O, O, c1ccc(C2NCCS2)cc1. Starting materials: Clc1ncc(Br)c(Cl)n1, C1CCOC1, [H-], [Na+], CC(C)(C)OC(=O)N1CC(O)C1. Yields the product CC(C)(C)OC(=O)N1CC(Oc2nc(Cl)ncc2Br)C1. RXN SMILES: [Br:15][c:16]1[c:17]([Cl:23])[n:18][c:19]([Cl:22])[n:20][cH:21]1.[CH2:24]1[O:25][CH2:26][CH2:27][CH2:28]1.[H-:14].[Na+:13].[OH:1][CH:2]1[CH2:3][N:4]([C:6](=[O:7])[O:8][C:9]([CH3:10])([CH3:11])[CH3:12])[CH2:5]1>>[O:1]([CH:2]1[CH2:3][N:4]([C:6](=[O:7])[O:8][C:9]([CH3:10])([CH3:11])[CH3:12])[CH2:5]1)[c:17]1[c:16]([Br:15])[cH:21][n:20][c:19]([Cl:22])[n:18]1. Starting materials: CC(C)=O, CN(C)CCCN, CC(=O)OC(C)=O, [Na+], [OH-]. Yields the product CC(=O)NCCCN(C)C. As a reaction SMILES: [CH3:17][C:18](=[O:19])[CH3:20].[CH3:1][N:2]([CH2:3][CH2:4][CH2:5][NH2:6])[CH3:7].[CH3:8][C:9](=[O:10])[O:11][C:12](=[O:13])[CH3:14].[Na+:16].[OH-:15]>>[CH3:1][N:2]([CH2:3][CH2:4][CH2:5][NH:6][C:9]([CH3:8])=[O:10])[CH3:7].